From a dataset of the Open Reaction Database (ORD), a public repository of structured organic reaction records. describe an organic reaction: reactants, conditions, products, and yield Reactants: N(=[N+]=[N-])C1CCC2=C(NC1=O)C=CC=C2 (3-Azido-1,3,4,5-tetrahydro-benzo[b]azepin-2-one), [N-]=[N+]=[N-].[Na+] (NaN3), C1=CC=C(C=C1)P(C2=CC=CC=C2)C3=CC=CC=C3 (PPh3), CC#N (CH3CN). Solvent: CCOC(=O)C (EtOAc), CN(C)C=O (DMF), O (H2O), O (H2O). The product is NC1C(NC2=C(CC1)C=CC=C2)=O (3-amino-1,3,4,5-tetrahydro-2H-1-benzazepin-2-one). Isolated yield 76.0%. As a reaction SMILES: [N:1]([CH:4]1[C:10](=[O:11])[NH:9][C:8]2[CH:12]=[CH:13][CH:14]=[CH:15][C:7]=2[CH2:6][CH2:5]1)=[N+]=[N-].[N-]=[N+]=[N-].[Na+].CC#N.C1C=CC(P(C2C=CC=CC=2)C2C=CC=CC=2)=CC=1>CN(C=O)C.O.CCOC(C)=O>[NH2:1][CH:4]1[CH2:5][CH2:6][C:7]2[CH:15]=[CH:14][CH:13]=[CH:12][C:8]=2[NH:9][C:10]1=[O:11] |f:1.2|. Procedure: Part A. 2-Bromo-3,4-dihydro-2H-naphthalen-1-one oxime: α-Tetralone: (31.25 g, 0.214 mol) was stirred in MeOH (300 mL). Br2 (11.02 mL, 1.0 eq) was added dropwise during a 1.5 h-period. LC-MS showed completion of the reaction after the addition. NH2OH.HCl (38.10 g, 2.6 eq) was added to the above stirred solution, followed by the addition of H2O (35 mL). The resulting mixture was stirred at RT O/N. LC-MS showed completion of the reaction. H2O (155 mL) was added. The mixture was stirred at RT for 5 ... Starting materials: BrN1C(CCC1=O)=O (N-bromosuccinimide), C(C1=CC=CC=C1)(=O)OOC(C1=CC=CC=C1)=O (benzoyl peroxide), C(C)OC(\C=C(/C)\OC1=C(C=CC(=C1)Cl)Cl)=O ((E)-3-(2,5-dichloro-phenoxy)-but-2-enoic acid ethyl ester). The solvent is C(Cl)(Cl)(Cl)Cl (carbon tetrachloride). Product: C(C)OC(\C=C(/CBr)\OC1=C(C=CC(=C1)Cl)Cl)=O ((E)-4-bromo-3-(2,5-dichloro-phenoxy)-but-2-enoic acid ethyl ester). Isolated yield 42.4%. RXN SMILES: [CH2:1]([O:3][C:4](=[O:17])/[CH:5]=[C:6](/[O:8][C:9]1[CH:14]=[C:13]([Cl:15])[CH:12]=[CH:11][C:10]=1[Cl:16])\[CH3:7])[CH3:2].[Br:18]N1C(=O)CCC1=O.C(OOC(=O)C1C=CC=CC=1)(=O)C1C=CC=CC=1>C(Cl)(Cl)(Cl)Cl>[CH2:1]([O:3][C:4](=[O:17])/[CH:5]=[C:6](/[O:8][C:9]1[CH:14]=[C:13]([Cl:15])[CH:12]=[CH:11][C:10]=1[Cl:16])\[CH2:7][Br:18])[CH3:2]. Procedure details: To a stirred mixture of (E)-3-(2,5-dichloro-phenoxy)-but-2-enoic acid ethyl ester (3.25 g, 0.012 mol) in carbon tetrachloride (20 mL) under a nitrogen atmosphere was added N-bromosuccinimide (3.20 g, 0.018 mol) and benzoyl peroxide (290 mg, 0.001 mol). Nitrogen gas was bubbled through the mixture for 5 min, and the resulting mixture was heated to reflux for 4 h. The reaction mixture was then placed in the refrigerator overnight. The solids formed were removed by filtration and the filtrate conce... Yields the product CC(C)c1ccc(-c2csc(NC(=O)C3CCC3)n2)cc1. Starting materials: O=C(Cl)Cl, C1CCC1, CC(C)c1ccc(-c2csc(N)n2)cc1, ClCCl, c1ccncc1. As a reaction SMILES: [C:16](=[O:17])([Cl:18])[Cl:19].[CH2:20]1[CH2:21][CH2:22][CH2:23]1.[CH:1]([CH3:2])([CH3:3])[c:4]1[cH:5][cH:6][c:7](-[c:10]2[n:11][c:12]([NH2:15])[s:13][cH:14]2)[cH:8][cH:9]1.[Cl:30][CH2:31][Cl:32].[cH:24]1[cH:25][cH:26][n:27][cH:28][cH:29]1>>[CH:1]([CH3:2])([CH3:3])[c:4]1[cH:5][cH:6][c:7](-[c:10]2[n:11][c:12]([NH:15][C:16](=[O:17])[CH:20]3[CH2:21][CH2:22][CH2:23]3)[s:13][cH:14]2)[cH:8][cH:9]1. Starting materials: FC=1C=C(C=CC1)C1=C(N=C(C2=CC=C(C=C12)OC)OCC1=CN=CN1C(C1=CC=CC=C1)(C1=CC=CC=C1)C1=CC=CC=C1)C#N (4-(3-fluorophenyl)-6-methoxy-1-[(1-trityl-1H-imidazol-5-yl)methoxy]isoquinoline-3-carbonitrile), CO (MeOH). Solvent: C(=O)(C(F)(F)F)O (TFA), C(Cl)Cl (CH2Cl2). Run at time 2.5 hour. Yields the product FC=1C=C(C=CC1)C1=C(N=C(C2=CC=C(C=C12)OC)OCC1=CN=CN1)C#N (4-(3-fluorophenyl)-1-(1H-imidazol-5-ylmethoxy)-6-methoxyisoquinoline-3-carbonitrile). Reaction SMILES: [F:1][C:2]1[CH:3]=[C:4]([C:8]2[C:17]3[C:12](=[CH:13][CH:14]=[C:15]([O:18][CH3:19])[CH:16]=3)[C:11]([O:20][CH2:21][C:22]3[N:26](C(C4C=CC=CC=4)(C4C=CC=CC=4)C4C=CC=CC=4)[CH:25]=[N:24][CH:23]=3)=[N:10][C:9]=2[C:46]#[N:47])[CH:5]=[CH:6][CH:7]=1.CO>C(O)(C(F)(F)F)=O.C(Cl)Cl>[F:1][C:2]1[CH:3]=[C:4]([C:8]2[C:17]3[C:12](=[CH:13][CH:14]=[C:15]([O:18][CH3:19])[CH:16]=3)[C:11]([O:20][CH2:21][C:22]3[NH:26][CH:25]=[N:24][CH:23]=3)=[N:10][C:9]=2[C:46]#[N:47])[CH:5]=[CH:6][CH:7]=1. Procedure details: 4-(3-fluorophenyl)-6-methoxy-1-[(1-trityl-1H-imidazol-5-yl)methoxy]isoquinoline-3-carbonitrile (255 mg) was dissolved in 4 mL of 5% TFA in CH2Cl2 at 0 C to give a bright yellow solution. The reaction was stirred at 0 C for 2.5 h, then at room temp for 1.5 h. MeOH was added, and the reaction was partitioned between CH2Cl2 and saturated aqueous sodium bicarbonate. The aqueous solution was further extracted with CH2Cl2 (3×). The combined organic solutions were dried over MgSO4 and concentrated. The... Reactants: Cc1ccc(NC(=O)C(O)CN2CC(O[Si](C)(C)C(C)(C)C)C2)nc1, C1CCOC1, CCOC(C)=O, Clc1ccccc1-n1ncc2c(Cl)ncnc21, [H-], [Na+], O, O=C(O)CC(O)(CC(=O)O)C(=O)O. The product is Cc1ccc(NC(=O)C(CN2CC(O[Si](C)(C)C(C)(C)C)C2)Oc2ncnc3c2cnn3-c2ccccc2Cl)nc1. Reaction SMILES: [C:3]([CH3:4])([CH3:5])([CH3:6])[Si:7]([O:8][CH:9]1[CH2:10][N:11]([CH2:13][CH:14]([C:15](=[O:16])[NH:17][c:18]2[n:19][cH:20][c:21]([CH3:24])[cH:22][cH:23]2)[OH:25])[CH2:12]1)([CH3:26])[CH3:27].[CH2:58]1[O:59][CH2:60][CH2:61][CH2:62]1.[CH3:64][CH2:65][O:66][C:67]([CH3:68])=[O:69].[Cl:28][c:29]1[c:30]2[c:31]([n:32][cH:33][n:34]1)[n:35](-[c:38]1[c:39]([Cl:44])[cH:40][cH:41][cH:42][cH:43]1)[n:36][cH:37]2.[H-:1].[Na+:2].[OH2:63].[OH:45][C:46]([CH2:47][C:48]([C:49](=[O:50])[OH:51])([CH2:52][C:53](=[O:54])[OH:55])[OH:56])=[O:57]>>[C:3]([CH3:4])([CH3:5])([CH3:6])[Si:7]([O:8][CH:9]1[CH2:10][N:11]([CH2:13][CH:14]([C:15](=[O:16])[NH:17][c:18]2[n:19][cH:20][c:21]([CH3:24])[cH:22][cH:23]2)[O:25][c:29]2[c:30]3[c:31]([n:32][cH:33][n:34]2)[n:35](-[c:38]2[c:39]([Cl:44])[cH:40][cH:41][cH:42][cH:43]2)[n:36][cH:37]3)[CH2:12]1)([CH3:26])[CH3:27].